This data is from the Open Reaction Database (ORD), a public repository of structured organic reaction records. The task is: describe an organic reaction: reactants, conditions, products, and yield Reactants: solid, O.O.[Sn](Cl)(Cl)(Cl)Cl (tin chloride dihydrate), [H-].[Na+] (Sodium hydride), COC(CC1=CC=C(C=C1)[N+](=O)[O-])=O ((4-nitro-phenyl)-acetic acid methyl ester), IC(C)C(C)I (diiodobutane). Solvent: CCO (EtOH), CN(C)C=O (DMF). Run at temperature 90 celsius, time 20 minute. The product is COC(=O)C1(CCCC1)C1=CC=C(C=C1)N (1-(4-amino-phenyl)cyclopentanecarboxylic acid methyl ester). The yield is 39.7%. RXN SMILES: [H-].[Na+].[CH3:3][O:4][C:5](=[O:16])[CH2:6][C:7]1[CH:12]=[CH:11][C:10]([N+:13]([O-])=O)=[CH:9][CH:8]=1.I[CH:18]([CH:20](I)[CH3:21])[CH3:19].O.O.[Sn](Cl)(Cl)(Cl)Cl>CN(C=O)C.CCO>[CH3:3][O:4][C:5]([C:6]1([C:7]2[CH:12]=[CH:11][C:10]([NH2:13])=[CH:9][CH:8]=2)[CH2:21][CH2:20][CH2:18][CH2:19]1)=[O:16] |f:0.1,4.5.6|. Reported procedure: Sodium hydride (2.8 g, 60% dispersion in mineral oil) was added slowly to a solution of (4-nitro-phenyl)-acetic acid methyl ester (6.0 g, 30.7 mmol) in anhydrous DMF (30 mL) under nitrogen at a temperature in the range of 0° C. to 10° C. After stirring at a temperature in the range of 0° C. to 10° C. for 20 min, diiodobutane (7.86 mL, 61 mmol) was added drop-wise under stirring. After complete addition, the reaction mixture was warmed to a temperature in the range of 15° C. to 40° C. and stirrin... Starting materials: OC(CO)C1=C(C=CC(=C1)C(F)(F)F)N1C2=C(OCC1)C=C(C=C2)S(=O)(=O)N(C=2SC=CN2)CC2=CC=C(C=C2)OC (4-(2-(1,2-dihydroxyethyl)-4-(trifluoromethyl)phenyl)-N-(4-methoxybenzyl)-N-(thiazol-2-yl)-3,4-dihydro-2H-benzo[b][1,4]oxazine-7-sulfonamide), I(=O)(=O)(=O)[O-].[Na+] (sodium periodate), CO (methanol), [BH4-].[Na+] (sodium borohydride). The solvent is C1CCOC1 (THF), O (water). Conditions: time 2 hour. The product is C(=O)C1=C(C=CC(=C1)C(F)(F)F)N1C2=C(OCC1)C=C(C=C2)S(=O)(=O)N(C=2SC=CN2)CC2=CC=C(C=C2)OC (4-(2-formyl-4-(trifluoromethyl)phenyl)-N-(4-methoxybenzyl)-N-(thiazol-2-yl)-3,4-dihydro-2H-benzo[b][1,4]oxazine-7-sulfonamide). Yield: 100.0%. Reaction SMILES: [OH:1][CH:2]([C:5]1[CH:10]=[C:9]([C:11]([F:14])([F:13])[F:12])[CH:8]=[CH:7][C:6]=1[N:15]1[CH2:20][CH2:19][O:18][C:17]2[CH:21]=[C:22]([S:25]([N:28]([CH2:34][C:35]3[CH:40]=[CH:39][C:38]([O:41][CH3:42])=[CH:37][CH:36]=3)[C:29]3[S:30][CH:31]=[CH:32][N:33]=3)(=[O:27])=[O:26])[CH:23]=[CH:24][C:16]1=2)CO.I([O-])(=O)(=O)=O.[Na+].CO.[BH4-].[Na+]>C1COCC1.O>[CH:2]([C:5]1[CH:10]=[C:9]([C:11]([F:12])([F:14])[F:13])[CH:8]=[CH:7][C:6]=1[N:15]1[CH2:20][CH2:19][O:18][C:17]2[CH:21]=[C:22]([S:25]([N:28]([CH2:34][C:35]3[CH:36]=[CH:37][C:38]([O:41][CH3:42])=[CH:39][CH:40]=3)[C:29]3[S:30][CH:31]=[CH:32][N:33]=3)(=[O:26])=[O:27])[CH:23]=[CH:24][C:16]1=2)=[O:1] |f:1.2,4.5|. Procedure: To a solution of 4-(2-(1,2-dihydroxyethyl)-4-(trifluoromethyl)phenyl)-N-(4-methoxybenzyl)-N-(thiazol-2-yl)-3,4-dihydro-2H-benzo[b][1,4]oxazine-7-sulfonamide (from EXAMPLE 204, intermediate in Step 2; 0.100 g, 0.161 mmol) in THF (0.619 ml)/water (0.619 ml) was added sodium periodate (0.052 g, 0.241 mmol). The reaction mixture was stirred at RT for 2 h. Upon completion, the reaction was filtered and washed well with THF. The filtrate was concentrated in vacuo and 4-(2-formyl-4-(trifluoromethyl)phe...